From a dataset of the Open Reaction Database (ORD), a public repository of structured organic reaction records. describe an organic reaction: reactants, conditions, products, and yield Starting materials: [I-].COC1=C(C=CC(=C1C)C(F)(F)F)C=1OCC([N+]1C)(C)C (2-(2-methoxy-3-methyl-4-trifluoromethyl-phenyl)-3,4,4-trimethyl-4,5-dihydro-oxazol-3-ium iodide), CO (methanol). Solvent: [OH-].[Na+] (NaOH). Yields the product COC1=C(C(=O)O)C=CC(=C1C)C(F)(F)F (2-Methoxy-3-methyl-4-trifluoromethyl-benzoic acid). Reaction SMILES: [I-].[CH3:2][O:3][C:4]1[C:9]([CH3:10])=[C:8]([C:11]([F:14])([F:13])[F:12])[CH:7]=[CH:6][C:5]=1[C:15]1[O:16]CC(C)(C)[N+]=1C.C[OH:24]>[OH-].[Na+]>[CH3:2][O:3][C:4]1[C:9]([CH3:10])=[C:8]([C:11]([F:12])([F:13])[F:14])[CH:7]=[CH:6][C:5]=1[C:15]([OH:16])=[O:24] |f:0.1,3.4|. Procedure details: A solution of 515 mg (1.2 mmol) 2-(2-methoxy-3-methyl-4-trifluoromethyl-phenyl)-3,4,4-trimethyl-4,5-dihydro-oxazol-3-ium iodide in 5 ml methanol and 5 ml 20% NaOH was heated to 70° C. for 17 h. The yellow solution was cooled to rt, methanol was distilled off, the residue acidified with conc. HCl to pH 1 and extracted three times with tert-butyl methyl ether. The combined organic phases were washed twice with brine, dried over Na2SO4, filtered and evaporated: 2-Methoxy-3-methyl-4-trifluoromethyl-...